From a dataset of the Open Reaction Database (ORD), a public repository of structured organic reaction records. describe an organic reaction: reactants, conditions, products, and yield The reactants are BrN1C(CCC1=O)=O (N-Bromosuccinimide), C(C1=CC=CC=C1)(=O)OOC(C1=CC=CC=C1)=O (benzoyl peroxide), BrC1=C(C2=CC=C(C(=C2C=C1)C(F)(F)F)OC)C (2-bromo-6-methoxy-1-methyl-5-trifluoromethylnaphthalene). Run in C(Cl)(Cl)(Cl)Cl (carbon tetrachloride). Product: BrC1=C(C2=CC=C(C(=C2C=C1)C(F)(F)F)OC)CBr (2-Bromo-1-bromomethyl-6-methoxy-5-trifluoromethylnaphthalene). Yield: 100.0%. Reaction SMILES: [Br:1]N1C(=O)CCC1=O.C(OOC(=O)C1C=CC=CC=1)(=O)C1C=CC=CC=1.[Br:27][C:28]1[CH:37]=[CH:36][C:35]2[C:30](=[CH:31][CH:32]=[C:33]([O:42][CH3:43])[C:34]=2[C:38]([F:41])([F:40])[F:39])[C:29]=1[CH3:44]>C(Cl)(Cl)(Cl)Cl>[Br:27][C:28]1[CH:37]=[CH:36][C:35]2[C:30](=[CH:31][CH:32]=[C:33]([O:42][CH3:43])[C:34]=2[C:38]([F:40])([F:41])[F:39])[C:29]=1[CH2:44][Br:1]. Reported procedure: N-Bromosuccinimide (21.07 g, 1.5 eq) and benzoyl peroxide (84 mg, 0.0044 eq) were added to a stirred solution of 2-bromo-6-methoxy-1-methyl-5-trifluoromethylnaphthalene (25.19 g, 78.9 mmol, prepared by the process of Example 14, Step (1) in carbon tetrachloride (300 mL) at room temperature under a dry nitrogen atmosphere. The reaction was heated to reflux for 6 hours, then cooled to ~50° C. The warm reaction mixture was filtered. The solid washed with warm carbon tetrachloride (2×30 mL). The car... Starting materials: C(C)N(C1=CC=CC=C1)CC(C)(C)O (N-ethyl-N-(2-hydroxyisobutyl)aniline), C(C)N(C1=CC=CC=C1)CC(COCC)O.C(C)N(C1=CC=CC=C1)CC(COC)O (ethyl-N-(2-hydroxy-3-methoxypropyl)aniline N-ethyl-N-(2-hydroxy-3 -ethoxypropyl)aniline). The product is C(C)N(C1=CC=CC=C1)CCCCO (N-ethyl-N-(4-hydroxybutyl)aniline). As a reaction SMILES: [CH2:1]([N:3]([CH2:10][C:11](O)([CH3:13])C)[C:4]1[CH:9]=[CH:8][CH:7]=[CH:6][CH:5]=1)[CH3:2].C(N(CC(O)[CH2:26][O:27]CC)C1C=CC=CC=1)C.C(N(CC(O)COC)C1C=CC=CC=1)C>>[CH2:1]([N:3]([CH2:10][CH2:11][CH2:13][CH2:26][OH:27])[C:4]1[CH:5]=[CH:6][CH:7]=[CH:8][CH:9]=1)[CH3:2] |f:1.2|. Procedure details: N-ethyl-N-(2-hydroxyisobutyl)aniline 3N-ethyl-N-(2-hydroxy-3-methoxypropyl)aniline N-ethyl-N-(2-hydroxy-3 -ethoxypropyl)aniline Starting materials: CC(C)(C)OC(=O)Cn1ccc2ccc(O)cc21, CCCCP(CCCC)CCCC, Cc1nc(-c2ccc(C(F)(F)F)cc2)sc1CCCO. The product is Cc1nc(-c2ccc(C(F)(F)F)cc2)sc1CCCOc1ccc2ccn(CC(=O)OC(C)(C)C)c2c1. RXN SMILES: [C:1]([CH3:2])([CH3:3])([CH3:4])[O:5][C:6]([CH2:7][n:8]1[cH:9][cH:10][c:11]2[cH:12][cH:13][c:14]([OH:17])[cH:15][c:16]12)=[O:18].[CH2:39]([P:40]([CH2:41][CH2:42][CH2:43][CH3:44])[CH2:45][CH2:46][CH2:47][CH3:48])[CH2:49][CH2:50][CH3:51].[CH3:19][c:20]1[n:21][c:22](-[c:29]2[cH:30][cH:31][c:32]([C:35]([F:36])([F:37])[F:38])[cH:33][cH:34]2)[s:23][c:24]1[CH2:25][CH2:26][CH2:27][OH:28]>>[C:1]([CH3:2])([CH3:3])([CH3:4])[O:5][C:6]([CH2:7][n:8]1[cH:9][cH:10][c:11]2[cH:12][cH:13][c:14]([O:17][CH2:27][CH2:26][CH2:25][c:24]3[c:20]([CH3:19])[n:21][c:22](-[c:29]4[cH:30][cH:31][c:32]([C:35]([F:36])([F:37])[F:38])[cH:33][cH:34]4)[s:23]3)[cH:15][c:16]12)=[O:18]. Starting materials: C[O-].[Na+] (sodium methoxide), C(C1=CC=CC=C1)(=O)N1C(CC(C=C1)=O)C=1C=C(C#N)C=CC1 (3-(1-Benzoyl-4-oxo-1,2,3,4-tetrahydro-pyridin-2-yl)-benzonitrile), P(=O)([O-])([O-])[O-] (phosphate). Run in CO (methanol), CO (methanol). Conditions: temperature 0 celsius, time 3 hour. Yields the product C(#N)C=1C=C(C=CC1)C1NC=CC(C1)=O (2-(3-Cyanophenyl)-2,3-dihydro-pyridin-4-one). Reaction SMILES: C([N:9]1[CH:14]=[CH:13][C:12](=[O:15])[CH2:11][CH:10]1[C:16]1[CH:17]=[C:18]([CH:21]=[CH:22][CH:23]=1)[C:19]#[N:20])(=O)C1C=CC=CC=1.C[O-].[Na+].P([O-])([O-])([O-])=O>CO>[C:19]([C:18]1[CH:17]=[C:16]([CH:10]2[CH2:11][C:12](=[O:15])[CH:13]=[CH:14][NH:9]2)[CH:23]=[CH:22][CH:21]=1)#[N:20] |f:1.2|. Procedure: 3-(1-Benzoyl-4-oxo-1,2,3,4-tetrahydro-pyridin-2-yl)-benzonitrile (350 mg) was dissolved in 50 ml methanol at 0° C. and 1.5 ml of 0.5 M sodium methoxide in methanol was added. The solution was stirred at 0° C. for 3 hours, and then 25 ml of pH 7 phosphate buffer was added. The mixture was concentrated under reduced pressure and partitioned between buffer and ethyl acetate. The organic layer was dried over sodium sulfate and the drying agent filtered off. Racemic 2-(3-cyanophenyl)-2,3-dihydro-pyri... Starting materials: BrCC(=O)OCC (ethyl 2-bromoacetate), BrC1=CC=C2C(CCC(C2=C1)=O)(C)C (7-bromo-3,4-dihydro-4,4-dimethylnaphthalen-1(2H)-one), BrC1=CC=C2C(CCC(C2=C1)=O)(C)C (7-bromo-3,4-dihydro-4,4-dimethylnaphthalen-1(2H)-one). Reagents/catalysts: [Zn] (Zn). The solvent is C1=CC=CC=C1 (benzene), C1=CC=CC=C1 (benzene). Yields the product OC1(CCC(C2=CC=C(C=C12)Br)(C)C)CC(=O)OCC ((±)Ethyl 2-(1-hydroxy-1,2,3,4-tetrahydro-4,4-dimethyl-7-bromo-naphthalen-1-yl)acetate). Reaction SMILES: Br[CH2:2][C:3]([O:5][CH2:6][CH3:7])=[O:4].[Br:8][C:9]1[CH:18]=[C:17]2[C:12]([C:13]([CH3:21])([CH3:20])[CH2:14][CH2:15][C:16]2=[O:19])=[CH:11][CH:10]=1>C1C=CC=CC=1.[Zn]>[OH:19][C:16]1([CH2:2][C:3]([O:5][CH2:6][CH3:7])=[O:4])[C:17]2[C:12](=[CH:11][CH:10]=[C:9]([Br:8])[CH:18]=2)[C:13]([CH3:21])([CH3:20])[CH2:14][CH2:15]1. Procedure details: To a suspension of Zn (1.20 g, 18.4 mmol) in 10 mL benzene at 100° C. was slowly added a solution of ethyl 2-bromoacetate (658.0 mg, 3.94 mmol) and 3,4-dihydro-4,4-dimethyl-7-bromo-naphthalen-1(2H)-one (Compound G, 500.0 mg, 1.97 mmol) in 20.0 mL benzene. The resulting mixture was heated for 2 h, cooled to room temperature, and the solution decanted from the residual solids. The solids were washed with EtOAc and the combined organic layers were washed with cold 15% H2SO4, saturated aqueous NaHCO... The reactants are O=C([O-])[O-], COc1ccc(CNc2ccc(C#N)cc2Nc2ncc([N+](=O)[O-])c(SC#N)n2)c(OC)c1, CC#N, CS(C)=O, CCOC(C)=O, Cl, NC1CCOc2c(F)cc(F)cc21, [K+], [K+]. Yields the product COc1ccc(CNc2ccc(C#N)cc2Nc2ncc([N+](=O)[O-])c(NC3CCOc4c(F)cc(F)cc43)n2)c(OC)c1. As a reaction SMILES: [C:48](=[O:49])([O-:50])[O-:51].[CH3:1][O:2][c:3]1[c:4]([CH2:5][NH:6][c:7]2[c:8]([NH:15][c:16]3[n:17][cH:18][c:19]([N+:25](=[O:26])[O-:27])[c:20]([S:22][C:23]#[N:24])[n:21]3)[cH:9][c:10]([C:11]#[N:12])[cH:13][cH:14]2)[cH:28][cH:29][c:30]([O:32][CH3:33])[cH:31]1.[CH3:54][C:55]#[N:56].[CH3:57][S:58]([CH3:59])=[O:60].[CH3:61][CH2:62][O:63][C:64]([CH3:65])=[O:66].[ClH:47].[F:34][c:35]1[cH:36][c:37]2[c:42]([c:43]([F:45])[cH:44]1)[O:41][CH2:40][CH2:39][CH:38]2[NH2:46].[K+:52].[K+:53]>>[CH3:1][O:2][c:3]1[c:4]([CH2:5][NH:6][c:7]2[c:8]([NH:15][c:16]3[n:17][cH:18][c:19]([N+:25](=[O:26])[O-:27])[c:20]([NH:46][CH:38]4[c:37]5[cH:36][c:35]([F:34])[cH:44][c:43]([F:45])[c:42]5[O:41][CH2:40][CH2:39]4)[n:21]3)[cH:9][c:10]([C:11]#[N:12])[cH:13][cH:14]2)[cH:28][cH:29][c:30]([O:32][CH3:33])[cH:31]1. Starting materials: solution, C(CCC)[Li] (butyllithium), C[C@H]1NC(O[C@H]1C1=CC=CC=C1)=O ((4R,5S)-4-methyl-5-phenyloxazolidin-2-one), C([O-])(O)=O.[Na+] (sodium bicarbonate), [Cl-].[NH4+] (ammonium chloride), BrCC(=O)Cl (bromoacetyl chloride). Run in CCCCCC (hexane), O1CCCC1 (tetrahydrofuran), O1CCCC1 (tetrahydrofuran). Reaction conditions: temperature -70 celsius, time 1.75 hour. Yields the product BrCC(=O)N1C(O[C@H]([C@H]1C)C1=CC=CC=C1)=O ((4R,5S)-3-(Bromoacetyl)-4-methyl-5-phenyloxazolidin-2-one). Isolated yield 68.7%. RXN SMILES: C([Li])CCC.[CH3:6][C@@H:7]1[C@H:11]([C:12]2[CH:17]=[CH:16][CH:15]=[CH:14][CH:13]=2)[O:10][C:9](=[O:18])[NH:8]1.[Br:19][CH2:20][C:21](Cl)=[O:22].[Cl-].[NH4+].C(=O)(O)[O-].[Na+]>CCCCCC.O1CCCC1>[Br:19][CH2:20][C:21]([N:8]1[C@H:7]([CH3:6])[C@H:11]([C:12]2[CH:17]=[CH:16][CH:15]=[CH:14][CH:13]=2)[O:10][C:9]1=[O:18])=[O:22] |f:3.4,5.6|. Procedure: 117-ml of a 1.6 molar solution of butyllithium in hexane is added within 30 minutes at −70° C. under nitrogen to a solution of 30.1 g of (4R,5S)-4-methyl-5-phenyloxazolidin-2-one in 500 ml of tetrahydrofuran. Then, a solution of 26.8 g of bromoacetyl chloride in 250 ml of tetrahydrofuran is added in drops, so that the temperature does not exceed −65° C. After 1.75 hours of stirring at −70° C., a saturated ammonium chloride solution is added, followed by 60 ml of a saturated sodium bicarbonate so...